From a dataset of the Open Reaction Database (ORD), a public repository of structured organic reaction records. describe an organic reaction: reactants, conditions, products, and yield Reactants: C(CCCCCCCCCCCCCCCCC)SCCCCl (3-octadecylthiopropyl chloride), N(CCO)CCO (diethanolamine), C(C1=CC=CC=C1)O (benzyl alcohol), [OH-].[Na+] (sodium hydroxide), hydrochloride salt. Yields the product C(CCCCCCCCCCC)SCCCN(CCO)CCO (N-(3-Dodecylthiopropyl)Diethanolamine). Reaction SMILES: [CH2:1]([S:19][CH2:20][CH2:21][CH2:22]Cl)[CH2:2][CH2:3][CH2:4][CH2:5][CH2:6][CH2:7][CH2:8][CH2:9][CH2:10][CH2:11][CH2:12]CCCCCC.[NH:24]([CH2:28][CH2:29][OH:30])[CH2:25][CH2:26][OH:27].C(O)C1C=CC=CC=1.[OH-].[Na+]>>[CH2:1]([S:19][CH2:20][CH2:21][CH2:22][N:24]([CH2:28][CH2:29][OH:30])[CH2:25][CH2:26][OH:27])[CH2:2][CH2:3][CH2:4][CH2:5][CH2:6][CH2:7][CH2:8][CH2:9][CH2:10][CH2:11][CH3:12] |f:3.4|. Reported procedure: A mixture of 3-octadecylthiopropyl chloride (3.53 g., 0.01 mole), diethanolamine (2.1 g., 0.02 mole) and benzyl alcohol (5 ml.) is heated under reflux for one-half hour, then treated with an ethanolic solution of sodium hydroxide (0.4 g., 0.01 mole) and refluxed for five more minutes. The mixture is cooled, filtered, and the ethanol removed by evaporation. The benzyl alcohol is then removed by distillation in vacuo and the residue chromatographed on silica using first ether then methanol as elua... The reactants are C(C)(C)(C)OC(NC1=C(C=C(C=C1)Cl)C(C)O)=O ([4-Chloro-2-(1-hydroxy-ethyl)-phenyl]-carbamic acid tert-butyl ester), O (water), Cl (hydrogen chloride), [S-]C#N.[K+] (Potassium thiocyanate). Solvent: C(C)O (ethanol). Yields the product ClC=1C=C2C(NC(NC2=CC1)=S)C (6-Chloro-4-methyl-3,4-dihydro-1H-quinazoline-2-thione). Isolated yield 84.5%. RXN SMILES: C(OC(=O)[NH:7][C:8]1[CH:13]=[CH:12][C:11]([Cl:14])=[CH:10][C:9]=1[CH:15](O)[CH3:16])(C)(C)C.O.Cl.[S-:21][C:22]#[N:23].[K+]>C(O)C>[Cl:14][C:11]1[CH:10]=[C:9]2[C:8](=[CH:13][CH:12]=1)[NH:7][C:22](=[S:21])[NH:23][CH:15]2[CH3:16] |f:3.4|. Reported procedure: [4-Chloro-2-(1-hydroxy-ethyl)-phenyl]-carbamic acid tert-butyl ester (525 mg, 1.93 mmol) was suspended in a mixture of ethanol (1.5 ml), water (2.3 ml) and aqueous concentrated hydrogen chloride solution (0.6 ml). Potassium thiocyanate (206 mg, 2.1 mmol) was added and the reaction was heated to reflux for 3 hours. The product precipitated from the reaction and was filtered off after cooling, washed with water and ethanol and dried in vacuo to give the title compound (347 mg, 84%) as a white soli... Starting materials: O=C([O-])[O-], CCOC(C)=O, CS(=O)(=O)OC1CN(C(c2ccccc2)c2ccccc2)C1, [Cs+], [Cs+], CN(C)C=O, CCOC(=O)c1cc(O)c2cc(C)oc2c1. Product: CCOC(=O)c1cc(OC2CN(C(c3ccccc3)c3ccccc3)C2)c2cc(C)oc2c1. Reaction SMILES: [C:39](=[O:40])([O-:41])[O-:42].[CH3:50][CH2:51][O:52][C:53]([CH3:54])=[O:55].[CH:17]([c:18]1[cH:19][cH:20][cH:21][cH:22][cH:23]1)([c:24]1[cH:25][cH:26][cH:27][cH:28][cH:29]1)[N:30]1[CH2:31][CH:32]([O:34][S:35]([CH3:36])(=[O:37])=[O:38])[CH2:33]1.[Cs+:43].[Cs+:44].[O:45]=[CH:46][N:47]([CH3:48])[CH3:49].[OH:1][c:2]1[cH:3][c:4]([C:12](=[O:13])[O:14][CH2:15][CH3:16])[cH:5][c:6]2[c:7]1[cH:8][c:9]([CH3:11])[o:10]2>>[O:1]([c:2]1[cH:3][c:4]([C:12](=[O:13])[O:14][CH2:15][CH3:16])[cH:5][c:6]2[c:7]1[cH:8][c:9]([CH3:11])[o:10]2)[CH:32]1[CH2:31][N:30]([CH:17]([c:18]2[cH:19][cH:20][cH:21][cH:22][cH:23]2)[c:24]2[cH:25][cH:26][cH:27][cH:28][cH:29]2)[CH2:33]1. Starting materials: BrC=1C=NC=CC1 (3-bromopyridine), C(C)(C)[Mg]Cl (isopropylmagnesium chloride), Cl (hydrochloric acid), C(CCC)OB(OCCCC)C=C (vinylboronic acid dibutyl ester). Run in C1CCOC1 (THF), O (Water). Conditions: time 1 hour. Product: N1=C(C=CC=C1)C=CBO (Pyridylvinyl borinic acid). Yield: 78.0%. Reaction SMILES: Br[C:2]1[CH:3]=[N:4][CH:5]=[CH:6][CH:7]=1.C([Mg]Cl)(C)C.C([O:17][B:18]([CH:24]=[CH2:25])OCCCC)CCC.Cl>C1COCC1.O>[N:4]1[CH:5]=[CH:6][CH:7]=[CH:2][C:3]=1[CH:25]=[CH:24][BH:18][OH:17]. Procedure details: To a solution of 3-bromopyridine (1.60 g, 10.0 mmol) in THF (15 mL) was added isopropylmagnesium chloride (2.0 M in THF) (5.0 mL, 10 mmol) under nitrogen atmosphere at room temperature, and the mixture was stirred for 1 h. To the mixture was added vinylboronic acid dibutyl ester (3.4 mL) drop wise, and the mixture was stirred at room temperature for 18 h. Water was added and the pH was adjusted to 7 with 1 M hydrochloric acid. The mixture was extracted with ethyl acetate. The organic layer was w... Reactants: CCNS(=O)(=O)c1c(Cl)ccc([N+](=O)[O-])c1O, [H][H]. Product: CCNS(=O)(=O)c1c(Cl)ccc(N)c1O. As a reaction SMILES: [CH2:1]([CH3:2])[NH:3][S:4](=[O:5])(=[O:6])[c:7]1[c:8]([OH:17])[c:9]([N+:14]([O-:15])=[O:16])[cH:10][cH:11][c:12]1[Cl:13].[H:18][H:19]>>[CH2:1]([CH3:2])[NH:3][S:4](=[O:5])(=[O:6])[c:7]1[c:8]([OH:17])[c:9]([NH2:14])[cH:10][cH:11][c:12]1[Cl:13].